This data is from the Open Reaction Database (ORD), a public repository of structured organic reaction records. The task is: describe an organic reaction: reactants, conditions, products, and yield Reactants: [O-]CC.[Na+] (sodium ethoxide), [H-].[Na+] (sodium hydride), NC(=S)N (thiourea), C(C)OC(C(CC1(OCCO1)CC)C#N)=O (α-cyano-2-ethyl-1,3-dioxolane-2-propanoic acid ethyl ester). The solvent is C(C)O (ethanol). Conditions: temperature 75 celsius, time 18 hour. The product is NC1=C(C(NC(N1)=S)=O)CC1(OCCO1)CC (6-amino-5-(2-ethyl-1,3-dioxolan-2-ylmethyl)-2-thiouracil). The yield is 53.4%. As a reaction SMILES: [O-]CC.[Na+].[H-].[Na+].[NH2:7][C:8]([NH2:10])=[S:9].C([O:13][C:14](=O)[CH:15]([C:24]#[N:25])[CH2:16][C:17]1([CH2:22][CH3:23])[O:21][CH2:20][CH2:19][O:18]1)C>C(O)C>[NH2:25][C:24]1[NH:10][C:8](=[S:9])[NH:7][C:14](=[O:13])[C:15]=1[CH2:16][C:17]1([CH2:22][CH3:23])[O:18][CH2:19][CH2:20][O:21]1 |f:0.1,2.3|. Procedure details: To a 60° C. solution of sodium ethoxide, prepared from 1.92 g (80 mmol) of sodium hydride and 60 of ethanol, was added 6.09 g (80 mmol) of thiourea and 18.2 g (80mmol) of α-cyano-2-ethyl-1,3-dioxolane-2-propanoic acid ethyl ester. The mixture was heated to 75° C. for 4 hours then allowed to cool to ambient temperature and stirred for 18 hours. The reaction was then concentrated to a solid. The solid was dissolved in 100 mL of water and the solution adjusted to pH 6.9 with glacial acetic acid whi... The reactants are COC(N(C)C)OC (N,N,-dimethylformamide dimethyl acetal), ClC1=C(C=C(C=C1)C(C1=CC=C(C=C1)O)=O)S(=O)(=O)N (2-chloro-5-(4-hydroxy-benzoyl)-benzenesulfonamide). Solvent: C(C)#N (acetonitrile), C(C)#N (acetonitrile). Run at time 5 hour. Yields the product ClC1=C(C=C(C=C1)C(C1=CC=C(C=C1)O)=O)S(=O)(=O)N=CN(C)C (2-Chloro-N-dimethylaminomethylene-5-(4-hydroxy-benzoyl)-benzenesulfonamide). Yield: 81.1%. As a reaction SMILES: CO[CH:3](OC)[N:4]([CH3:6])[CH3:5].[Cl:9][C:10]1[CH:15]=[CH:14][C:13]([C:16](=[O:24])[C:17]2[CH:22]=[CH:21][C:20]([OH:23])=[CH:19][CH:18]=2)=[CH:12][C:11]=1[S:25]([NH2:28])(=[O:27])=[O:26]>C(#N)C>[Cl:9][C:10]1[CH:15]=[CH:14][C:13]([C:16](=[O:24])[C:17]2[CH:18]=[CH:19][C:20]([OH:23])=[CH:21][CH:22]=2)=[CH:12][C:11]=1[S:25]([N:28]=[CH:3][N:4]([CH3:5])[CH3:6])(=[O:27])=[O:26]. Procedure: A solution of N,N,-dimethylformamide dimethyl acetal (1.2 g, 10.1 mmol) in acetonitrile (10 mL) is slowly added to a solution of 2-chloro-5-(4-hydroxy-benzoyl)-benzenesulfonamide (2.61 g, 8.4 mmol) in acetonitrile (10 mL). The reaction is allowed to stir for 5 hours at ambient temperature. Volatiles were removed in vacuo. The residue is partitioned between ethyl acetate and water, the organic layer is separated and the solvent is removed in vacuo, affording 2.5 g (81% yield) of the title compoun... Starting materials: 9B, OC1(C(N(C2=CC=CC=C12)C[C@@H]1OCCC1)=O)C1=CC2=C(OCOC2)C=C1O (3-hydroxy-3-(7-hydroxy-4H-1,3-benzodioxin-6-yl)-1-[(2R)-tetrahydrofuran-2-ylmethyl]-1,3-dihydro-2H-indol-2-one), OC1(C(N(C2=CC=CC=C12)CC1=CC=C(C=C1)OC)=O)C=1C(=CC2=C(C(=NO2)C)C1)O (3-hydroxy-3-(6-hydroxy-3-methyl-1,2-benzisoxazol-5-yl)-1-(4-methoxybenzyl)-1,3-dihydro-2H-indol-2-one). Yields the product OC=1C(=CC2=C(OCOC2)C1)C1C(N(C2=CC=CC=C12)C[C@@H]1OCCC1)=O (3-(7-hydroxy-4H-1,3-benzodioxin-6-yl)-1-[(2R)-tetrahydrofuran-2-ylmethyl]-1,3-dihydro-2H-indol-2-one). RXN SMILES: O[C:2]1([C:18]2[C:27]([OH:28])=[CH:26][C:21]3[O:22][CH2:23][O:24][CH2:25][C:20]=3[CH:19]=2)[C:10]2[C:5](=[CH:6][CH:7]=[CH:8][CH:9]=2)[N:4]([CH2:11][C@H:12]2[CH2:16][CH2:15][CH2:14][O:13]2)[C:3]1=[O:17].OC1(C2C(O)=CC3ON=C(C)C=3C=2)C2C(=CC=CC=2)N(CC2C=CC(OC)=CC=2)C1=O>>[OH:28][C:27]1[C:18]([CH:2]2[C:10]3[C:5](=[CH:6][CH:7]=[CH:8][CH:9]=3)[N:4]([CH2:11][C@H:12]3[CH2:16][CH2:15][CH2:14][O:13]3)[C:3]2=[O:17])=[CH:19][C:20]2[CH2:25][O:24][CH2:23][O:22][C:21]=2[CH:26]=1. Procedure details: Following the procedure as described in PREPARATION 9B, and making non-critical variations using 3-hydroxy-3-(7-hydroxy-4H-1,3-benzodioxin-6-yl)-1-[(2R)-tetrahydrofuran-2-ylmethyl]-1,3-dihydro-2H-indol-2-one to replace 3-hydroxy-3-(6-hydroxy-3-methyl-1,2-benzisoxazol-5-yl)-1-(4-methoxybenzyl)-1,3-dihydro-2H-indol-2-one, 3-(7-hydroxy-4H-1,3-benzodioxin-6-yl)-1-[(2R)-tetrahydrofuran-2-ylmethyl]-1,3-dihydro-2H-indol-2-one was obtained (84%) as a colorless solid: MS (ES+) m/z 368.2 (M+1). Reactants: N1C=CC2=CC=C(C=C12)S(=O)(=O)N (6-indolesulfonamide), ClC1=CC=C(C=C1)N=C=O (4-chlorophenylisocyanate). The product is ClC1=CC=C(C=C1)NC(=O)NS(=O)(=O)C1=CC=C2C=CNC2=C1 (N-[[(4-chlorophenyl)amino]carbonyl]-1H-indole-6-sulfonamide). Yield: 51.6%. As a reaction SMILES: [NH:1]1[C:9]2[C:4](=[CH:5][CH:6]=[C:7]([S:10]([NH2:13])(=[O:12])=[O:11])[CH:8]=2)[CH:3]=[CH:2]1.[Cl:14][C:15]1[CH:20]=[CH:19][C:18]([N:21]=[C:22]=[O:23])=[CH:17][CH:16]=1>>[Cl:14][C:15]1[CH:20]=[CH:19][C:18]([NH:21][C:22]([NH:13][S:10]([C:7]2[CH:8]=[C:9]3[C:4]([CH:3]=[CH:2][NH:1]3)=[CH:5][CH:6]=2)(=[O:11])=[O:12])=[O:23])=[CH:17][CH:16]=1. Reported procedure: To a solution of 4-chloro-3-nitrophenylsulfonamide (12 g, 51 mmol) dissolved in 50 ml of anhydrous dimethylformamide, was added 13.1 g (116 mmol) of ethylcyanoacetate and 10.5 g (76 mmol) of anhydrous potassium carbonate. This mixture was heated at 110° C. for 3 hours, cooled to room temperature, and added to ice water containing 8 ml of concentrated sulfuric acid. The mixture was extracted with ethyl acetate (3×200 ml), and the combined organic layer was back extracted with 200 ml of water. The... Starting materials: CCOC(=O)C1CC(=O)C=CO1, CCOC(C)=O, [H][H]. Product: CCOC(=O)C1CC(=O)CCO1. Reaction SMILES: [CH2:1]([CH3:2])[O:3][C:4](=[O:5])[CH:6]1[O:7][CH:8]=[CH:9][C:10](=[O:12])[CH2:11]1.[CH3:15][CH2:16][O:17][C:18]([CH3:19])=[O:20].[H:13][H:14]>>[CH2:1]([CH3:2])[O:3][C:4](=[O:5])[CH:6]1[O:7][CH2:8][CH2:9][C:10](=[O:12])[CH2:11]1.